describe an organic reaction: reactants, conditions, products, and yield From a dataset of the Open Reaction Database (ORD), a public repository of structured organic reaction records. Starting materials: C(C)(=O)OCC (ethyl acetate), NC1=CC(=NC(=N1)N1CCOCC1)OCC(C)(O)C (1-(6-amino-2-morpholin-4-yl-pyrimidin-4-yloxy)-2-methyl-propan-2-ol), N1C=NC=C1 (imidazole), [Si](C)(C)(C(C)(C)C)Cl (tert-butyldimethylsilyl chloride). Run in CN(C=O)C (dimethyl formamide). Reaction conditions: time 72 hour. Yields the product C(C)(C)(C)[Si](OC(COC1=CC(=NC(=N1)N1CCOCC1)N)(C)C)(C)C (6-[2-(tert-butyl-dimethyl-silanyloxy)-2-methyl-propoxy]-2-morpholin-4-yl-pyrimidin-4-ylamine). Isolated yield 34.4%. As a reaction SMILES: [NH2:1][C:2]1[N:7]=[C:6]([N:8]2[CH2:13][CH2:12][O:11][CH2:10][CH2:9]2)[N:5]=[C:4]([O:14][CH2:15][C:16]([CH3:19])([OH:18])[CH3:17])[CH:3]=1.N1C=CN=C1.[Si:25](Cl)([C:28]([CH3:31])([CH3:30])[CH3:29])([CH3:27])[CH3:26].C(OCC)(=O)C>CN(C)C=O>[C:28]([Si:25]([CH3:27])([CH3:26])[O:18][C:16]([CH3:19])([CH3:17])[CH2:15][O:14][C:4]1[N:5]=[C:6]([N:8]2[CH2:13][CH2:12][O:11][CH2:10][CH2:9]2)[N:7]=[C:2]([NH2:1])[CH:3]=1)([CH3:31])([CH3:30])[CH3:29]. Procedure details: 1-(6-amino-2-morpholin-4-yl-pyrimidin-4-yloxy)-2-methyl-propan-2-ol (1.03 g; 3.8 mmol) and imidazole (500 mg; 8 mmol) were-dissolved in dimethyl formamide (16 mL). To this solution was added tert-butyldimethylsilyl chloride (1.2 g; 8 mmol), and it was stirred for 72 hours. The solution was poured into ethyl acetate (100 mL) which was then washed with water (3×200 mL). The organic layer was separated, dried over magnesium sulfate, and purified by column chromatography to give 6-[2-(tert-butyl-dim...